From a dataset of the Open Reaction Database (ORD), a public repository of structured organic reaction records. describe an organic reaction: reactants, conditions, products, and yield The reactants are Cc1ccc(C#N)c(N)c1, FC(F)(F)c1cc(Cl)nc(-c2cccnc2)n1. Yields the product Cc1ccc(C#N)c(Nc2cc(C(F)(F)F)nc(-c3cccnc3)n2)c1. Reaction SMILES: [C:18](#[N:19])[c:20]1[c:21]([NH2:22])[cH:23][c:24]([CH3:27])[cH:25][cH:26]1.[Cl:1][c:2]1[n:3][c:4](-[c:12]2[cH:13][n:14][cH:15][cH:16][cH:17]2)[n:5][c:6]([C:8]([F:9])([F:10])[F:11])[cH:7]1>>[c:2]1([NH:22][c:21]2[c:20]([C:18]#[N:19])[cH:26][cH:25][c:24]([CH3:27])[cH:23]2)[n:3][c:4](-[c:12]2[cH:13][n:14][cH:15][cH:16][cH:17]2)[n:5][c:6]([C:8]([F:9])([F:10])[F:11])[cH:7]1. The reactants are BrC=1C=CC(=C2CCN(CC12)C(=O)[C@H]1[C@@H](C1)C1=CC=CC=C1)F ((8-bromo-5-fluoro-3,4-dihydro-1H-isoquinolin-2-yl)-((1R,2R)-2-phenyl-cyclopropyl)-methanone), OC=1C=CC(=C(C1)B(O)O)OC (5-hydroxy-2-methoxyphenylboronic acid), C([O-])([O-])=O.[Na+].[Na+] (sodium carbonate). The reagents and catalysts are [Pd].C1(=CC=CC=C1)P(C1=CC=CC=C1)C1=CC=CC=C1.C1(=CC=CC=C1)P(C1=CC=CC=C1)C1=CC=CC=C1.C1(=CC=CC=C1)P(C1=CC=CC=C1)C1=CC=CC=C1.C1(=CC=CC=C1)P(C1=CC=CC=C1)C1=CC=CC=C1 (tetrakis(triphenylphosphine) palladium (0)). Solvent: C1(=CC=CC=C1)C.CO.O (toluene MeOH water). Conditions: temperature 100 celsius, time 62 hour. The product is FC1=C2CCN(CC2=C(C=C1)C1=C(C=CC(=C1)O)OC)C(=O)[C@H]1[C@@H](C1)C1=CC=CC=C1 ([5-Fluoro-8-(5-hydroxy-2-methoxy-phenyl)-3,4-dihydro-1H-isoquinolin-2-yl]-((1R,2R)-2-phenyl-cyclopropyl)-methanone). Reaction SMILES: Br[C:2]1[CH:3]=[CH:4][C:5]([F:23])=[C:6]2[C:11]=1[CH2:10][N:9]([C:12]([C@@H:14]1[CH2:16][C@H:15]1[C:17]1[CH:22]=[CH:21][CH:20]=[CH:19][CH:18]=1)=[O:13])[CH2:8][CH2:7]2.[OH:24][C:25]1[CH:26]=[CH:27][C:28]([O:34][CH3:35])=[C:29](B(O)O)[CH:30]=1.C(=O)([O-])[O-].[Na+].[Na+]>C1(C)C=CC=CC=1.CO.O.[Pd].C1(P(C2C=CC=CC=2)C2C=CC=CC=2)C=CC=CC=1.C1(P(C2C=CC=CC=2)C2C=CC=CC=2)C=CC=CC=1.C1(P(C2C=CC=CC=2)C2C=CC=CC=2)C=CC=CC=1.C1(P(C2C=CC=CC=2)C2C=CC=CC=2)C=CC=CC=1>[F:23][C:5]1[CH:4]=[CH:3][C:2]([C:29]2[CH:30]=[C:25]([OH:24])[CH:26]=[CH:27][C:28]=2[O:34][CH3:35])=[C:11]2[C:6]=1[CH2:7][CH2:8][N:9]([C:12]([C@@H:14]1[CH2:16][C@H:15]1[C:17]1[CH:22]=[CH:21][CH:20]=[CH:19][CH:18]=1)=[O:13])[CH2:10]2 |f:2.3.4,5.6.7,8.9.10.11.12|. Procedure: To a mixture under N2 of (8-bromo-5-fluoro-3,4-dihydro-1H-isoquinolin-2-yl)-((1R,2R)-2-phenyl-cyclopropyl)-methanone (289 mg, 0.76 mmol, 1.00 eq.), 5-hydroxy-2-methoxyphenylboronic acid (131 mg, 0.76 mmol, 1.00 eq.) and sodium carbonate (324 mg, 3.05 mmol, 4.00 eq.) in toluene/MeOH/water 20:4:1 (15 mL), tetrakis(triphenylphosphine) palladium (0) (44 mg, 0.04 mmol, 0.05 eq.) was added and the mixture was stirred at 100° C. for 62 hours. The mixture was allowed to cool to r.t. and concentrated in ... The reactants are CC(=O)[O-], Cc1ccccc1, CCOC(=O)C=[N+]=[N-], O, CCCc1c(Cc2ccc(-c3ccccc3C#N)c(C)c2)c(=O)n(C2CCC(O)CC2)c2nc(C)nn12, [Rh+]. The product is CCCc1c(Cc2ccc(-c3ccccc3C#N)c(C)c2)c(=O)n(C2CCC(OCC(=O)OCC)CC2)c2nc(C)nn12. Reaction SMILES: [C:54]([O-:55])(=[O:56])[CH3:57].[CH3:47][c:48]1[cH:49][cH:50][cH:51][cH:52][cH:53]1.[N+:38](=[N-:39])=[CH:40][C:41](=[O:42])[O:43][CH2:44][CH3:45].[OH2:46].[OH:1][CH:2]1[CH2:3][CH2:4][CH:5]([n:8]2[c:9]3[n:10]([c:11]([CH2:31][CH2:32][CH3:33])[c:12]([CH2:15][c:16]4[cH:17][c:18]([CH3:30])[c:19](-[c:22]5[c:23]([C:28]#[N:29])[cH:24][cH:25][cH:26][cH:27]5)[cH:20][cH:21]4)[c:13]2=[O:14])[n:34][c:35]([CH3:37])[n:36]3)[CH2:6][CH2:7]1.[Rh+:58]>>[O:1]([CH:2]1[CH2:3][CH2:4][CH:5]([n:8]2[c:9]3[n:10]([c:11]([CH2:31][CH2:32][CH3:33])[c:12]([CH2:15][c:16]4[cH:17][c:18]([CH3:30])[c:19](-[c:22]5[c:23]([C:28]#[N:29])[cH:24][cH:25][cH:26][cH:27]5)[cH:20][cH:21]4)[c:13]2=[O:14])[n:34][c:35]([CH3:37])[n:36]3)[CH2:6][CH2:7]1)[CH2:40][C:41](=[O:42])[O:43][CH2:44][CH3:45]. Procedure: A solution of (1R,2S)-ethyl 1-((2S,4R)-4-(biphenyl-4-yl)-1-((S)-2-(tert-butoxycarbonylamino)-3,3-dimethylnon-8-enoyl)-4-(butylthio)pyrrolidine-2-carboxamido)-2-vinylcyclopropanecarboxylate (75 mg, 0.097 mmol) in dichloromethane (30 mL) was purged with nitrogen for 3 min. And then Hoveyda-Grubbs Catalyst 2nd Generation (73.1 mg, 0.116 mmol) was added. The resulting green solution was heated to reflux for 5 hours. The reaction was quenched with 2-mercaptonicotinic acid (30.1 mg, 0.194 mmol) and wa... Reagents/catalysts: CC1=CC(=C(C(=C1)C)N2CCN(C2=[Ru](=CC3=C(C=CC=C3)OC(C)C)(Cl)Cl)C4=C(C=C(C=C4C)C)C)C (Hoveyda-Grubbs Catalyst 2nd Generation). Yields the product desired product, C1(=CC=C(C=C1)[C@@]1(C[C@@H]2N(C([C@H](CCCCC\C=C/[C@H]3[C@](NC2=O)(C3)C(=O)OCC)NC(=O)OC(C)(C)C)=O)C1)SCCCC)C1=CC=CC=C1 ((2R,6S,13aS,14aR,16aS,Z)-ethyl 2-(biphenyl-4-yl)-6-(tert-butoxycarbonylamino)-2-(butylthio)-5,16-dioxo-1,2,3,5,6,7,8,9,10,11,13a,14,14a,15,16,16a-hexadecahydrocyclopropa[e]pyrrolo[1,2-a][1,4]diazacyclopentadecine-14a-carboxylate). The yield is 76.3%. The reactants are C1(=CC=C(C=C1)[C@@]1(C[C@H](N(C1)C([C@H](C(CCCCC=C)(C)C)NC(=O)OC(C)(C)C)=O)C(=O)N[C@]1([C@@H](C1)C=C)C(=O)OCC)SCCCC)C1=CC=CC=C1 ((1R,2S)-ethyl 1-((2S,4R)-4-(biphenyl-4-yl)-1-((S)-2-(tert-butoxycarbonylamino)-3,3-dimethylnon-8-enoyl)-4-(butylthio)pyrrolidine-2-carboxamido)-2-vinylcyclopropanecarboxylate), SC1=C(C(=O)O)C=CC=N1 (2-mercaptonicotinic acid). Solvent: ClCCl (dichloromethane). As a reaction SMILES: [C:1]1([C:50]2[CH:55]=[CH:54][CH:53]=[CH:52][CH:51]=2)[CH:6]=[CH:5][C:4]([C@@:7]2([S:45][CH2:46][CH2:47][CH2:48][CH3:49])[CH2:11][N:10]([C:12](=[O:31])[C@@H:13]([NH:23][C:24]([O:26][C:27]([CH3:30])([CH3:29])[CH3:28])=[O:25])[C:14](C)(C)[CH2:15][CH2:16][CH2:17][CH2:18]C=C)[C@H:9]([C:32]([NH:34][C@:35]3([C:40]([O:42][CH2:43][CH3:44])=[O:41])[CH2:37][C@H:36]3[CH:38]=[CH2:39])=[O:33])[CH2:8]2)=[CH:3][CH:2]=1.SC1N=CC=CC=1C(O)=O>ClCCl.CC1C=C(C)C(N2C(=[Ru](Cl)(Cl)=CC3C=CC=CC=3OC(C)C)N(C3C(C)=CC(C)=CC=3C)CC2)=C(C)C=1>[C:1]1([C:50]2[CH:51]=[CH:52][CH:53]=[CH:54][CH:55]=2)[CH:2]=[CH:3][C:4]([C@@:7]2([S:45][CH2:46][CH2:47][CH2:48][CH3:49])[CH2:11][N:10]3[C:12](=[O:31])[C@@H:13]([NH:23][C:24]([O:26][C:27]([CH3:30])([CH3:28])[CH3:29])=[O:25])[CH2:14][CH2:15][CH2:16][CH2:17][CH2:18][CH:39]=[CH:38][C@@H:36]4[CH2:37][C@@:35]4([C:40]([O:42][CH2:43][CH3:44])=[O:41])[NH:34][C:32](=[O:33])[C@@H:9]3[CH2:8]2)=[CH:5][CH:6]=1.